This data is from the Open Reaction Database (ORD), a public repository of structured organic reaction records. The task is: describe an organic reaction: reactants, conditions, products, and yield Starting materials: NC1=C(C=C(C=N1)C1=CC=C(C(=O)O)C=C1)OCC1=C(C(=CC=C1F)F)Cl (4-[6-amino-5-(2-chloro-3,6-difluoro-benzyloxy)-pyridin-3-yl]-benzoic acid), BrC=1C=C(C(=NC1)N)OC(C)C1=C(C=CC=C1Cl)Cl (5-bromo-3-[1-(2,6-dichloro-phenyl)-ethoxy]-pyridin-2-ylamine), COC(=O)C1=CC=C(C=C1)B(O)O (4-methoxycarbonylbenzeneboronic acid). Product: NC1=C(C=C(C=N1)C1=CC=C(C(=O)O)C=C1)OC(C)C1=C(C=CC=C1Cl)Cl (4-{6-Amino-5-[1-(2,6-dichloro-phenyl)-ethoxy]-pyridin-3-yl}-benzoic acid). As a reaction SMILES: NC1N=CC([C:8]2[CH:16]=[CH:15][C:11]([C:12]([OH:14])=[O:13])=[CH:10][CH:9]=2)=CC=1OCC1C(F)=CC=C(F)C=1Cl.Br[C:29]1[CH:30]=[C:31]([O:36][CH:37]([C:39]2[C:44]([Cl:45])=[CH:43][CH:42]=[CH:41][C:40]=2[Cl:46])[CH3:38])[C:32]([NH2:35])=[N:33][CH:34]=1.COC(C1C=CC(B(O)O)=CC=1)=O>>[NH2:35][C:32]1[N:33]=[CH:34][C:29]([C:8]2[CH:16]=[CH:15][C:11]([C:12]([OH:14])=[O:13])=[CH:10][CH:9]=2)=[CH:30][C:31]=1[O:36][CH:37]([C:39]1[C:44]([Cl:45])=[CH:43][CH:42]=[CH:41][C:40]=1[Cl:46])[CH3:38]. Procedure details: 4-{6-Amino-5-[1-(2,6-dichloro-phenyl)-ethoxy]-pyridin-3-yl}-benzoic acid was prepared using the same procedure as 4-[6-amino-5-(2-chloro-3,6-difluoro-benzyloxy)-pyridin-3-yl]-benzoic acid from 5-bromo-3-[1-(2,6-dichloro-phenyl)-ethoxy]-pyridin-2-ylamine and 4-methoxycarbonylbenzeneboronic acid